This data is from the Open Reaction Database (ORD), a public repository of structured organic reaction records. The task is: describe an organic reaction: reactants, conditions, products, and yield Starting materials: ClCC(CC(CC)C1=CC=C(C=C1)C(=O)OC)=O (1-Chloro-4-p-carbomethoxyphenyl-2-hexanone), [N-]=[N+]=[N-].[Na+] (NaN3). Run in CO (MeOH). Reaction conditions: time 20 hour. The product is N(=[N+]=[N-])CC(CC(CC)C1=CC=C(C=C1)C(=O)OC)=O (1-azido-4-p-carbomethoxyphenyl-2-hexanone). Yield: 90.8%. As a reaction SMILES: Cl[CH2:2][C:3](=[O:18])[CH2:4][CH:5]([C:8]1[CH:13]=[CH:12][C:11]([C:14]([O:16][CH3:17])=[O:15])=[CH:10][CH:9]=1)[CH2:6][CH3:7].[N-:19]=[N+:20]=[N-:21].[Na+]>CO>[N:19]([CH2:2][C:3](=[O:18])[CH2:4][CH:5]([C:8]1[CH:13]=[CH:12][C:11]([C:14]([O:16][CH3:17])=[O:15])=[CH:10][CH:9]=1)[CH2:6][CH3:7])=[N+:20]=[N-:21] |f:1.2|. Reported procedure: A mixture of the chloromethyl ketone (7, 5.9 g, 0.022 mol), 10.8 g (0.16 mol) of NaN3 and 180 ml of 80% MeOH was stirred at room temperature for 20 hours. After evaporation of MeOH the aqueous residue was diluted to 100 ml with H2O and extracted with three 50 ml portions of CHCl3. The CHCl3 was dried (MgSO4) and evaporated to leave 5.5 g (91%) of a yellow oil (8); TLC (silica gel, CHCl3 0C6H6, 1:1) Rf 0.30 single spot; IR cm-1 2105 (--N3); NMR (CDCl3) δ 0.80 (3H, t, CH3), 1.70 (2H, m, CH2CH3), 2... Reactants: C(#N)C1=CC=NC=C1 (4-cyanopyridine), NC=1SC(=CC1C(=O)OCC)Cl (2-amino-5-chloro-3-ethoxycarbonyl-thiophene), O=P(Cl)(Cl)Cl (POCl3). Yields the product ClC=1C2=C(N=C(N1)C1=CC=NC=C1)SC(=C2)Cl (4-chloro-2-(pyridin-4-yl)-6-chloro-thieno-[2,3-d]-pyrimidine). RXN SMILES: [C:1]([C:3]1[CH:8]=[CH:7][N:6]=[CH:5][CH:4]=1)#[N:2].[NH2:9][C:10]1[S:11][C:12]([Cl:20])=[CH:13][C:14]=1[C:15](OCC)=O.O=P(Cl)(Cl)[Cl:23]>>[Cl:23][C:15]1[C:14]2[CH:13]=[C:12]([Cl:20])[S:11][C:10]=2[N:9]=[C:1]([C:3]2[CH:8]=[CH:7][N:6]=[CH:5][CH:4]=2)[N:2]=1. Procedure details: With the procedure of Example 477, the reaction of 4-cyanopyridine and 2-amino-5-chloro-3-ethoxycarbonyl-thiophene, and the subsequent reaction with POCl3 yields 4-chloro-2-(pyridin-4-yl)-6-chloro-thieno-[2,3-d]-pyrimidine Reactants: C(C)(=O)C=1C=C2N(C(CNC2=O)CC(=O)OCC)C1 (ethyl (7-acetyl-1-oxo-1,2,3,4-tetrahydropyrrolo[1,2-a]pyrazin-4-yl)acetate). Run in C(C)(C)(C)OC(N(C)C)OC(C)(C)C (N,N-dimethylformamide ditert butyl acetal). Conditions: temperature 110 celsius, time 6 hour. The product is CN(/C=C/C(=O)C=1C=C2N(C(CNC2=O)CC(=O)OCC)C1)C (Ethyl {7-[(2E)-3-(dimethylamino)prop-2-enoyl]-1-oxo-1,2,3,4-tetrahydropyrrolo[1,2-a]pyrazin-4-yl}acetate). RXN SMILES: [C:1]([C:4]1[CH:5]=[C:6]2[C:11](=[O:12])[NH:10][CH2:9][CH:8]([CH2:13][C:14]([O:16][CH2:17][CH3:18])=[O:15])[N:7]2[CH:19]=1)(=[O:3])[CH3:2]>C(OC(OC(C)(C)C)N(C)C)(C)(C)C>[CH3:6][N:7]([CH3:19])/[CH:8]=[CH:2]/[C:1]([C:4]1[CH:5]=[C:6]2[C:11](=[O:12])[NH:10][CH2:9][CH:8]([CH2:13][C:14]([O:16][CH2:17][CH3:18])=[O:15])[N:7]2[CH:19]=1)=[O:3]. Procedure: The intermediate ethyl (7-acetyl-1-oxo-1,2,3,4-tetrahydropyrrolo[1,2-a]pyrazin-4-yl)acetate 1 g (3.78 mmol) was dissolved in 5 ml of N,N-dimethylformamide ditert butyl acetal and stirred at 110° C. for 6 hours. The reaction mixture was concentrated and then partitioned between H2O and DCM. The organic layer was washed with brine, dried over Na2SO4, filtered and concentrated under reduced pressure to afford the title compound in quantitative yield. The reactants are C(C)(C)(C)OC(=O)N1CCC(CC1)(C)C=1NC(=C(N1)C1=CC=NC=C1)C1=CC=C(C=C1)F (4-[5-(4-fluorophenyl)-4-pyridin-4-yl-1H-imidazol-2-yl]-4-methylpiperidine-1-carboxylic acid tert-butyl ester), [H-].[Al+3].[Li+].[H-].[H-].[H-] (lithium aluminum hydride), solution. Run in C1CCOC1 (THF), C(C)(=O)OCC (ethyl acetate). Product: FC1=CC=C(C=C1)C1=C(N=C(N1)C1(CCN(CC1)C)C)C1=CC=NC=C1 (4-[5-(4-Fluorophenyl)-4-pyridin-4-yl-1H-imidazol-2-yl]-1,4-dimethyl-piperidine). Yield: 40.8%. As a reaction SMILES: C(O[C:6]([N:8]1[CH2:13][CH2:12][C:11]([C:15]2[NH:16][C:17]([C:26]3[CH:31]=[CH:30][C:29]([F:32])=[CH:28][CH:27]=3)=[C:18]([C:20]3[CH:25]=[CH:24][N:23]=[CH:22][CH:21]=3)[N:19]=2)([CH3:14])[CH2:10][CH2:9]1)=O)(C)(C)C.[H-].[Al+3].[Li+].[H-].[H-].[H-]>C1COCC1.C(OCC)(=O)C>[F:32][C:29]1[CH:30]=[CH:31][C:26]([C:17]2[NH:16][C:15]([C:11]3([CH3:14])[CH2:12][CH2:13][N:8]([CH3:6])[CH2:9][CH2:10]3)=[N:19][C:18]=2[C:20]2[CH:25]=[CH:24][N:23]=[CH:22][CH:21]=2)=[CH:27][CH:28]=1 |f:1.2.3.4.5.6|. Procedure: To a stirring solution of 4-[5-(4-fluorophenyl)-4-pyridin-4-yl-1H-imidazol-2-yl]-4-methylpiperidine-1-carboxylic acid tert-butyl ester (0.14 mmol, 60 mg) in THF (2.0 mL) was added lithium aluminum hydride (0.56 mmol, 0.56 mL of a 1M solution). The reaction was heated to reflux for 6 h, cooled, diluted with ethyl acetate (20 mL) and quenched with water (0.5 mL). The suspension was filtered and the filtrates washed with water (20 mL), dried over anhydrous sodium sulfate and the solvent evaporated ...